This data is from the Open Reaction Database (ORD), a public repository of structured organic reaction records. The task is: describe an organic reaction: reactants, conditions, products, and yield The reactants are O1COC2=C1C=CC(=C2)C2(CC2)C(=O)Cl (1-(benzo[d][1,3]dioxol-5-yl)cyclopropanecarbonyl chloride), CC1=NC(=NC=C1)N (4-methylpyrimidin-2-amine). Solvent: N1=CC=CC=C1 (pyridine). Conditions: temperature 115 celsius, time 15 hour. The product is O1COC2=C1C=CC(=C2)C2(CC2)C(=O)NC2=NC=CC(=N2)C (1-(benzo[d][1,3]dioxol-5-yl)-N-(4-methylpyrimidin-2-yl)cyclopropanecarboxamide). RXN SMILES: [O:1]1[C:5]2[CH:6]=[CH:7][C:8]([C:10]3([C:13](Cl)=[O:14])[CH2:12][CH2:11]3)=[CH:9][C:4]=2[O:3][CH2:2]1.[CH3:16][C:17]1[CH:22]=[CH:21][N:20]=[C:19]([NH2:23])[N:18]=1>N1C=CC=CC=1>[O:1]1[C:5]2[CH:6]=[CH:7][C:8]([C:10]3([C:13]([NH:23][C:19]4[N:18]=[C:17]([CH3:16])[CH:22]=[CH:21][N:20]=4)=[O:14])[CH2:12][CH2:11]3)=[CH:9][C:4]=2[O:3][CH2:2]1. Reported procedure: To 1-(benzo[d][1,3]dioxol-5-yl)cyclopropanecarbonyl chloride (45 mg, 0.2 mmol) in pyridine (2 mL) was added 4-methylpyrimidin-2-amine (22 mg, 0.2 mmol) and the reaction mixture was stirred at 115° C. for 15 hours. The solvent was evaporated to dryness and the residue redissolved in DMF, filtered and purified by reverse-phase preparative liquid chromatography utilizing a gradient of 0-99% acetonitrile in water containing 0.05% trifluoracetic acid to yield the pure product. ESI-MS m/z calc. 297.3.... Reactants: C(C1=CC=CC=C1)(=O)C1=[N+](C2=CC=CC=C2[N+](=C1C)[O-])[O-] (2-benzoyl-3-methylquinoxaline 1,4-dioxide), BrBr (bromine), BrBr (bromine). Solvent: CO (methanol). Reaction conditions: temperature 25 celsius. The product is C(C1=CC=CC=C1)(=O)C1=[N+](C2=CC=CC=C2[N+](=C1CBr)[O-])[O-] (2-benzoyl-3-bromomethylquinoxaline 1,4 -dioxide). Yield: 85.0%. RXN SMILES: [C:1]([C:9]1[C:18]([CH3:19])=[N+:17]([O-:20])[C:16]2[C:11](=[CH:12][CH:13]=[CH:14][CH:15]=2)[N+:10]=1[O-:21])(=[O:8])[C:2]1[CH:7]=[CH:6][CH:5]=[CH:4][CH:3]=1.[Br:22]Br>CO>[C:1]([C:9]1[C:18]([CH2:19][Br:22])=[N+:17]([O-:20])[C:16]2[C:11](=[CH:12][CH:13]=[CH:14][CH:15]=2)[N+:10]=1[O-:21])(=[O:8])[C:2]1[CH:7]=[CH:6][CH:5]=[CH:4][CH:3]=1. Reported procedure: To a stirred suspension of 28 g. (0.10 mol.) of 2-benzoyl-3-methylquinoxaline 1,4-dioxide in 1,000 ml. of methanol was added 5.6 ml. (0.11 mol.) of bromine. The reaction mixture was refluxed for 2 hours and then an additional 5.6 ml. (0.11 mol.) of bromine was added. The mixture was refluxed for an additional 2 hours and then it was cooled to 25° C. The solid which had precipitated was collected by filtration, washed with methanol, and dried to afford 30.4 g.(85% yield) of 2-benzoyl-3-bromomethy... RXN SMILES: [Br:1][c:2]1[s:3][cH:4][c:5](-[c:7]2[c:8]([F:14])[c:9]([F:13])[cH:10][cH:11][cH:12]2)[n:6]1.[C:28](=[O:29])([O-:30])[O-:31].[CH3:35][N:36]([CH3:37])[CH:38]=[O:39].[K+:32].[K+:33].[N:15]1([C:21](=[O:22])[O:23][C:24]([CH3:25])([CH3:26])[CH3:27])[CH2:16][CH2:17][NH:18][CH2:19][CH2:20]1.[OH2:34]>>[c:2]1([N:18]2[CH2:17][CH2:16][N:15]([C:21](=[O:22])[O:23][C:24]([CH3:25])([CH3:26])[CH3:27])[CH2:20][CH2:19]2)[s:3][cH:4][c:5](-[c:7]2[c:8]([F:14])[c:9]([F:13])[cH:10][cH:11][cH:12]2)[n:6]1. The product is CC(C)(C)OC(=O)N1CCN(c2nc(-c3cccc(F)c3F)cs2)CC1. Starting materials: Fc1cccc(-c2csc(Br)n2)c1F, O=C([O-])[O-], CN(C)C=O, [K+], [K+], CC(C)(C)OC(=O)N1CCNCC1, O. Starting materials: CCOC(C)=O, [Li+], C1COCCO1, [OH-], COC(=O)c1ccc(OC2CCCC2O)c(OC)c1. Product: COc1cc(C(=O)O)ccc1OC1CCCC1O. Reaction SMILES: [CH3:28][CH2:29][O:30][C:31](=[O:32])[CH3:33].[Li+:21].[O:22]1[CH2:23][CH2:24][O:25][CH2:26][CH2:27]1.[OH-:20].[OH:1][CH:2]1[CH:3]([O:7][c:8]2[c:9]([O:18][CH3:19])[cH:10][c:11]([C:12](=[O:13])[O:14][CH3:15])[cH:16][cH:17]2)[CH2:4][CH2:5][CH2:6]1>>[OH:1][CH:2]1[CH:3]([O:7][c:8]2[c:9]([O:18][CH3:19])[cH:10][c:11]([C:12](=[O:13])[OH:14])[cH:16][cH:17]2)[CH2:4][CH2:5][CH2:6]1. Reactants: [OH-].[K+] (potassium hydroxide), NC1=NC(=NC=C1C=O)C (4-amino-5-formyl-2-methylpyrimidine), C(C)(=O)C=1SC=CC1 (2-acetylthiophene). Solvent: CO (methanol). Run at time 20 hour. Procedure details: 1 ml of 40% strength by weight aqueous potassium hydroxide solution was added to a suspension of 2.0 g (14.6 mmol) of 4-amino-5-formyl-2-methylpyrimidine and 1.93 g. (15.3 mmol) of 2-acetylthiophene in 25 ml of methanol. The reaction mixture was then stirred for 20 hours at 20°-25° C. after which the solvent was removed After the residue had been taken up in dichloromethane, the organic phase was washed with water, dried and evaporated down. Yield: 17%; mp.: 175°-180° C. Product: CC=1N=CC2=C(N1)N=C(C=C2)C=2SC=CC2 (2-Methyl-7-(2-thienyl)-pyrido[2,3-d]pyrimidine). RXN SMILES: [OH-].[K+].[NH2:3][C:4]1[C:9]([CH:10]=O)=[CH:8][N:7]=[C:6]([CH3:12])[N:5]=1.[C:13]([C:16]1[S:17][CH:18]=[CH:19][CH:20]=1)(=O)[CH3:14]>CO>[CH3:12][C:6]1[N:7]=[CH:8][C:9]2[CH:10]=[CH:14][C:13]([C:16]3[S:17][CH:18]=[CH:19][CH:20]=3)=[N:3][C:4]=2[N:5]=1 |f:0.1|. Isolated yield 17.0%. The product is CC1(c2cc(NC(=O)c3ccc(Cl)cn3)ccc2F)N=C(N)OCC1(F)F. The reactants are O=C(O)c1ccc(Cl)cn1, CC1(c2cc(N)ccc2F)N=C(N)OCC1(F)F. RXN SMILES: [Cl:19][c:20]1[cH:21][cH:22][c:23]([C:26](=[O:27])[OH:28])[n:24][cH:25]1.[NH2:1][c:2]1[cH:3][cH:4][c:5]([F:18])[c:6]([C:8]2([CH3:17])[N:9]=[C:10]([NH2:16])[O:11][CH2:12][C:13]2([F:14])[F:15])[cH:7]1>>[NH:1]([c:2]1[cH:3][cH:4][c:5]([F:18])[c:6]([C:8]2([CH3:17])[N:9]=[C:10]([NH2:16])[O:11][CH2:12][C:13]2([F:14])[F:15])[cH:7]1)[C:26]([c:23]1[cH:22][cH:21][c:20]([Cl:19])[cH:25][n:24]1)=[O:27].